Task: describe an organic reaction: reactants, conditions, products, and yield. Dataset: the Open Reaction Database (ORD), a public repository of structured organic reaction records Starting materials: NC1=NC=CC=C1N (2,3-diaminopyridine), COC1=C(C(=O)O)C=CC(=C1)OCC#C (2-methoxy-4-propargyloxybenzoic acid), OC1=C(C(=O)OC)C=CC(=C1)O (methyl 2,4-dihydroxybenzoate), C(C#C)Cl (propargyl chloride). The product is OC1=C(C(=O)OC)C=CC(=C1)OCC#C (methyl 2-hydroxy-4-propargyloxybenzoate). Reaction SMILES: N[C:2]1C(N)=CC=CN=1.C[O:10][C:11]1[CH:19]=[C:18]([O:20][CH2:21][C:22]#[CH:23])[CH:17]=[CH:16][C:12]=1[C:13]([OH:15])=[O:14].OC1C=C(O)C=CC=1C(OC)=O.C(Cl)C#C>>[OH:10][C:11]1[CH:19]=[C:18]([O:20][CH2:21][C:22]#[CH:23])[CH:17]=[CH:16][C:12]=1[C:13]([O:15][CH3:2])=[O:14]. Procedure: A mixture of 10.9 g of 2,3-diaminopyridine (IIa) and 20.6 g of 2-methoxy-4-propargyloxybenzoic acid (m.p. 142°; obtainable by the reaction of methyl 2,4-dihydroxybenzoate with propargyl chloride to give methyl 2-hydroxy-4-propargyloxybenzoate (m.p. 100°); reaction of this with methyl iodide to give methyl 2-methoxy-4-propargyloxybenzoate (m.p. 88°) and hydrolysis) is added in portions with stirring to 500 ml of POCl3. The mixture is boiled for 4 hours, concentrated, and the residue is treated wi... The reactants are C(C1=CC=CC=C1)O[C@@H]1[C@@]2(CO[C@]([C@@H]([C@H]1OCC1=CC=CC=C1)OCC1=CC=CC=C1)(O2)C2=CC(=C(C=C2)Cl)CC2=CC(=C(C=C2)OCC)F)C(C)(C)O (2-[(1S,2S,3S,4R,5S)-2,3,4-tribenzyloxy-5-[4-chloro-3-[(4-ethoxy-3-fluoro-phenyl)methyl]phenyl]-6,8-dioxabicyclo[3.2.1]octan-1-yl]propan-2-ol), ClC1=C(C=CC=C1)Cl (o-dichlorobenzene). The reagents and catalysts are [Pd] (Pd/C). The solvent is CO.O1CCCC1 (methanol tetrahydrofuran). Reaction conditions: time 30 minute. Product: ClC1=C(C=C(C=C1)[C@]12[C@@H]([C@H]([C@@H]([C@](CO1)(O2)C(C)(C)O)O)O)O)CC2=CC(=C(C=C2)OCC)F ((1S,2S,3S,4R,5S)-5-[4-chloro-3-[(4-ethoxy-3-fluoro-phenyl)methyl]phenyl]-1-(1-hydroxy-1-methyl-ethyl)-6,8-dioxabicyclo[3.2.1]octane-2,3,4-triol). Yield: 88.3%. RXN SMILES: C([O:8][C@H:9]1[C@H:15]([O:16]CC2C=CC=CC=2)[C@@H:14]([O:24]CC2C=CC=CC=2)[C@:13]2([C:33]3[CH:38]=[CH:37][C:36]([Cl:39])=[C:35]([CH2:40][C:41]4[CH:46]=[CH:45][C:44]([O:47][CH2:48][CH3:49])=[C:43]([F:50])[CH:42]=4)[CH:34]=3)[O:32][C@@:10]1([C:51]([OH:54])([CH3:53])[CH3:52])[CH2:11][O:12]2)C1C=CC=CC=1.ClC1C=CC=CC=1Cl>[Pd].CO.O1CCCC1>[Cl:39][C:36]1[CH:37]=[CH:38][C:33]([C@@:13]23[O:32][C@@:10]([C:51]([OH:54])([CH3:53])[CH3:52])([CH2:11][O:12]2)[C@@H:9]([OH:8])[C@H:15]([OH:16])[C@H:14]3[OH:24])=[CH:34][C:35]=1[CH2:40][C:41]1[CH:46]=[CH:45][C:44]([O:47][CH2:48][CH3:49])=[C:43]([F:50])[CH:42]=1 |f:3.4|. Procedure: To a solution of 2-[(1S,2S,3S,4R,5S)-2,3,4-tribenzyloxy-5-[4-chloro-3-[(4-ethoxy-3-fluoro-phenyl) methyl]phenyl]-6,8-dioxabicyclo[3.2.1]octan-1-yl]propan-2-ol 20d (0.46 g, 0.61 mmol) in a methanol/tetrahydrofuran mixture (v/v=6/1, 7 mL) were added o-dichlorobenzene (0.45 g, 3.05 mmol) and 10% Pd/C (64 mg, 0.06 mmol) at room temperature. The mixture was stirred at room temperature for 30 min under H2 and filtered. The filtrate was concentrated in vacuo. The residue was purified by silica gel chro... The reactants are C[O-], CO, COC(=N)Nc1nc(Cl)cc(Cl)n1, [Na+]. Yields the product COC(=N)Nc1nc(Cl)cc(OC)n1. Reaction SMILES: [CH3:14][O-:15].[CH3:17][OH:18].[Cl:1][c:2]1[n:3][c:4]([NH:9][C:10]([O:11][CH3:12])=[NH:13])[n:5][c:6]([Cl:8])[cH:7]1.[Na+:16]>>[Cl:1][c:2]1[n:3][c:4]([NH:9][C:10]([O:11][CH3:12])=[NH:13])[n:5][c:6]([O:15][CH3:14])[cH:7]1. Reactants: FC=1C=CC(=C(C1)C=1C2=C(N=CN1)NC(=C2)I)OC (4-(5-fluoro-2-methoxyphenyl)-6-iodo-7H-pyrrolo[2,3-d]pyrimidine), FC1(CC=C(CC1)B1OC(C(O1)(C)C)(C)C)F (2-(4,4-difluorocyclohex-1-en-1-yl)-4,4,5,5-tetramethyl-1,3,2-dioxaborolane), C([O-])([O-])=O.[Na+].[Na+] (sodium carbonate). The reagents and catalysts are Cl[Pd]([P](C1=CC=CC=C1)(C2=CC=CC=C2)C3=CC=CC=C3)([P](C4=CC=CC=C4)(C5=CC=CC=C5)C6=CC=CC=C6)Cl (bis(triphenylphosphine)palladium(II) dichloride). Solvent: C(OC)COC.C(C)O.O (dimethoxyethane ethanol water). Run at temperature 100 celsius, time 2 hour. The product is FC1(CC=C(CC1)C1=CC2=C(N=CN=C2C2=C(C=CC(=C2)F)OC)N1)F (6-(4,4-difluorocyclohex-1-en-1-yl)-4-(5-fluoro-2-methoxyphenyl)-7H-pyrrolo[2,3-d]pyrimidine). RXN SMILES: [F:1][C:2]1[CH:3]=[CH:4][C:5]([O:18][CH3:19])=[C:6]([C:8]2[C:9]3[CH:16]=[C:15](I)[NH:14][C:10]=3[N:11]=[CH:12][N:13]=2)[CH:7]=1.[F:20][C:21]1([F:36])[CH2:26][CH2:25][C:24](B2OC(C)(C)C(C)(C)O2)=[CH:23][CH2:22]1.C(=O)([O-])[O-].[Na+].[Na+]>C(COC)OC.C(O)C.O.Cl[Pd](Cl)([P](C1C=CC=CC=1)(C1C=CC=CC=1)C1C=CC=CC=1)[P](C1C=CC=CC=1)(C1C=CC=CC=1)C1C=CC=CC=1>[F:20][C:21]1([F:36])[CH2:26][CH2:25][C:24]([C:15]2[NH:14][C:10]3[N:11]=[CH:12][N:13]=[C:8]([C:6]4[CH:7]=[C:2]([F:1])[CH:3]=[CH:4][C:5]=4[O:18][CH3:19])[C:9]=3[CH:16]=2)=[CH:23][CH2:22]1 |f:2.3.4,5.6.7,^1:55,74|. Procedure details: To a solution of Example 61A (129 mg, 0.528 mmol), 2-(4,4-difluorocyclohex-1-en-1-yl)-4,4,5,5-tetramethyl-1,3,2-dioxaborolane (129 mg, 0.528 mmol), and bis(triphenylphosphine)palladium(II) dichloride (28.5 mg, 0.041 mmol) in 10 mL dimethoxyethane/ethanol/water (7/2/3) was added sodium carbonate (129 mg, 1.219 mmol). The reaction was stirred at 100° C. for 2 hours, cooled and then extracted with ethyl acetate. The organic fraction was washed with saturated sodium bicarbonate, water and brine, the... Starting materials: Cl.CC1=CC2=C(CNCC2C2=CC=C(C=C2)Br)S1 (2-methyl-4-(p-bromophenyl)-4,5,6,7-tetrahydro-thieno[2,3-c]pyridine hydrochloride), C([O-])([O-])=O.[K+].[K+] (potassium carbonate), CI (methyl iodide). The solvent is CCOCC (ether). Product: Cl.CC1=CC2=C(CN(CC2C2=CC=C(C=C2)Br)C)S1 (2,6-dimethyl-4-(p-bromophenyl)-4,5,6,7-tetrahydro-thieno[2,3-c]pyridine hydrochloride). Isolated yield 90.6%. As a reaction SMILES: [ClH:1].[CH3:2][C:3]1[S:18][C:6]2[CH2:7][NH:8][CH2:9][CH:10]([C:11]3[CH:16]=[CH:15][C:14]([Br:17])=[CH:13][CH:12]=3)[C:5]=2[CH:4]=1.[C:19](=O)([O-])[O-].[K+].[K+].CI>CCOCC>[ClH:1].[CH3:2][C:3]1[S:18][C:6]2[CH2:7][N:8]([CH3:19])[CH2:9][CH:10]([C:11]3[CH:16]=[CH:15][C:14]([Br:17])=[CH:13][CH:12]=3)[C:5]=2[CH:4]=1 |f:0.1,2.3.4,7.8|. Reported procedure: 3.45 gm (0.01 mole) of 2-methyl-4-(p-bromophenyl)-4,5,6,7-tetrahydro-thieno[2,3-c]pyridine hydrochloride, m.p. 282°-283° C., 50 ml of ether, 2.8 gm (0.02 mol) of potassium carbonate and 1.5 gm (0.01 mol) of methyl iodide were admixed, and the mixture was heated for 2 hours on a water bath. The inorganic salts were separated by suction filtration, the solvent was evaporated out of the filtrate, and the hydrochloride was precipitated from the residue with ethereal hydrochloric acid, and recrystall... The reactants are C(C)OC(CC1(CC2=CC=CC=C2C1)NC(C1=C(C(=CC=C1)C)OC1CCC1)=O)=O (2-(2-cyclobutyloxy-3-methylbenzoylamino)indan-2-acetic acid ethyl ester), O (water), [OH-].[Na+] (NaOH). Solvent: CCO (EtOH). Conditions: time 24 hour. The product is C1(CCC1)OC1=C(C(=O)NC2(CC3=CC=CC=C3C2)CC(=O)O)C=CC=C1C (2-(2-cyclobutyloxy-3-methylbenzoylamino)indan-2-acetic acid). Isolated yield 92.0%. Reaction SMILES: C([O:3][C:4](=[O:30])[CH2:5][C:6]1([NH:15][C:16](=[O:29])[C:17]2[CH:22]=[CH:21][CH:20]=[C:19]([CH3:23])[C:18]=2[O:24][CH:25]2[CH2:28][CH2:27][CH2:26]2)[CH2:14][C:13]2[C:8](=[CH:9][CH:10]=[CH:11][CH:12]=2)[CH2:7]1)C.O.[OH-].[Na+]>CCO>[CH:25]1([O:24][C:18]2[C:19]([CH3:23])=[CH:20][CH:21]=[CH:22][C:17]=2[C:16]([NH:15][C:6]2([CH2:5][C:4]([OH:30])=[O:3])[CH2:7][C:8]3[C:13](=[CH:12][CH:11]=[CH:10][CH:9]=3)[CH2:14]2)=[O:29])[CH2:28][CH2:27][CH2:26]1 |f:2.3|. Procedure: A solution of the 2-(2-cyclobutyloxy-3-methylbenzoylamino)indan-2-acetic acid ethyl ester (288) (400 mg-1 mmol) in EtOH (15 mL)/water (1 mL) is treated with NaOH pellets (800 mg-20 mmol) and stirred at RT for 24 h. After concentration in vacuo, the residue is dissolved in water (30 mL) and acidified with HCl to pH 2-3. The product is extracted into EtOAc (3×20 mL) and the combined extracts washed with water (2×10 mL) and brine (2×15 mL). The organic layer is dried over MgSO4 and concentrated in ...